Dataset: the Open Reaction Database (ORD), a public repository of structured organic reaction records. Task: describe an organic reaction: reactants, conditions, products, and yield Procedure details: Thereafter, a mixture of 32.05 parts by mass of acrylic acid and 89.34 parts by mass of methacrylic acid, and a solution of 14.84 parts by mass of 2,2′-azobis[2-(2-imidazolin-2-yl)propane] and 11.63 parts by mass of concentrated sulfuric acid dissolved in 80.00 parts by mass of deionized water, were simultaneously poured into the flask over 60 minutes. The mixture was kept warm at 85° C. for 2 hours to complete the polymerization reaction, and then the resultant was cooled and taken out. Thus, a... The reactants are 32.05, C(C=C)(=O)O (acrylic acid), C(C(=C)C)(=O)O (methacrylic acid), 14.84, N(=NC(C)(C)C=1NCCN1)C(C)(C)C=1NCCN1 (2,2′-azobis[2-(2-imidazolin-2-yl)propane]), S(O)(O)(=O)=O (sulfuric acid). Conditions: temperature 85 celsius. Yields the product C(C=C)(=O)O.C(C(=C)C)(=O)O (acrylic acid methacrylic acid). Run in O (water). As a reaction SMILES: [C:1]([OH:5])(=[O:4])[CH:2]=[CH2:3].[C:6]([OH:11])(=[O:10])[C:7]([CH3:9])=[CH2:8].N(C(C1NCCN=1)(C)C)=NC(C1NCCN=1)(C)C.S(=O)(=O)(O)O>O>[C:1]([OH:5])(=[O:4])[CH:2]=[CH2:3].[C:6]([OH:11])(=[O:10])[C:7]([CH3:9])=[CH2:8] |f:5.6|. Starting materials: CC(C)(C)OC(=O)N1CC2C=C(C(=O)O)CC2C1, CNOC, CCN(C(C)C)C(C)C, O=C(Cl)C(=O)Cl, ClCCl, Cl, CN(C)C=O. Product: CON(C)C(=O)C1=CC2CN(C(=O)OC(C)(C)C)CC2C1. As a reaction SMILES: [C:1]([CH3:2])([CH3:3])([CH3:4])[O:5][C:6](=[O:7])[N:8]1[CH2:9][CH:10]2[CH2:11][C:12]([C:16](=[O:17])[OH:18])=[CH:13][CH:14]2[CH2:15]1.[CH3:35][NH:36][O:37][CH3:38].[CH:25]([N:26]([CH2:27][CH3:28])[CH:29]([CH3:30])[CH3:31])([CH3:32])[CH3:33].[Cl:19][C:20]([C:21]([Cl:22])=[O:23])=[O:24].[Cl:39][CH2:40][Cl:41].[ClH:34].[O:42]=[CH:43][N:44]([CH3:45])[CH3:46]>>[C:1]([CH3:2])([CH3:3])([CH3:4])[O:5][C:6](=[O:7])[N:8]1[CH2:9][CH:10]2[CH2:11][C:12]([C:16](=[O:18])[N:36]([CH3:35])[O:37][CH3:38])=[CH:13][CH:14]2[CH2:15]1.